From a dataset of the Open Reaction Database (ORD), a public repository of structured organic reaction records. describe an organic reaction: reactants, conditions, products, and yield Starting materials: ClC=1C=CC2=C(N(C(S2)=O)CC(=O)N2CCN(CC2)N=C)C1 (5-chloro-3-[(4-methyleneamino-1-piperazinyl)carbonylmethyl]-2-benzothiazolinone), [BH4-].[Na+] (sodium borohydride), O1CCCC1 (tetrahydrofuran). Solvent: C(C)O (ethanol). Reaction conditions: time 3 hour. Product: Cl.ClC=1C=CC2=C(N(C(S2)=O)CC(=O)N2CCN(CC2)NC)C1 (5-chloro-3-[(4-methylamino-1-piperazinyl)carbonylmethyl]-2-benzothiazolinone hydrochloride). Yield: 17.6%. RXN SMILES: [Cl:1][C:2]1[CH:3]=[CH:4][C:5]2[S:9][C:8](=[O:10])[N:7]([CH2:11][C:12]([N:14]3[CH2:19][CH2:18][N:17]([N:20]=[CH2:21])[CH2:16][CH2:15]3)=[O:13])[C:6]=2[CH:22]=1.[BH4-].[Na+].O1CCCC1>C(O)C>[ClH:1].[Cl:1][C:2]1[CH:3]=[CH:4][C:5]2[S:9][C:8](=[O:10])[N:7]([CH2:11][C:12]([N:14]3[CH2:15][CH2:16][N:17]([NH:20][CH3:21])[CH2:18][CH2:19]3)=[O:13])[C:6]=2[CH:22]=1 |f:1.2,5.6|. Procedure: A mixture of 5-chloro-3-[(4-methyleneamino-1-piperazinyl)carbonylmethyl]-2-benzothiazolinone (5.09 g), sodium borohydride (284 mg), tetrahydrofuran (80 ml), and ethanol (70 ml) was stirred for 3 hours at room temperature. The reaction mixture was concentrated under reduced pressure and the residue obtained was purified by column chromatography on silica gel eluting with a mixture of chloroform and methanol (20:1). The fractions containing the desired compoundwere combined and concentrated under ... Reactants: C(C(=O)OCC)(=O)OCC (diethyl oxalate), C(O)CN (ethanolamine). The solvent is CC(=O)C (acetone). Yields the product C(C(=O)OCC)(=O)OCC (diethyl oxalate), OCCNC(C(=O)OCC)=O (ethyl 2-hydroxyethyloxamate). As a reaction SMILES: [C:1]([O:8][CH2:9][CH3:10])(=[O:7])[C:2]([O:4][CH2:5][CH3:6])=[O:3].[CH2:11]([CH2:13][NH2:14])[OH:12]>CC(C)=O>[C:1]([O:8][CH2:9][CH3:10])(=[O:7])[C:2]([O:4][CH2:5][CH3:6])=[O:3].[OH:12][CH2:11][CH2:13][NH:14][C:2](=[O:4])[C:1]([O:8][CH2:9][CH3:10])=[O:7]. Procedure details: To 730.7 g (5 moles) of diethyl oxalate was added dropwise at room temperature a solution of 61.1 g (1 mole) of ethanolamine in 500 ml of acetone and, after the addition finished, treatment of the mixture by distillation under reduced pressure to remove the formed ethanol and the acetone and an excess amount of diethyl oxalate yielded ethyl 2-hydroxyethyloxamate. A mixture of 80.5 g (0.5 moles) of this ethyl 2-hydroxyethyloxamate, 50.6 g (0.5 moles) of triethylamine (hereinafter, referred to as ... Reactants: CCN=C=NCCCN(C)C, CN(C)C=O, CCOC(C)=O, O=C(O)c1cccc2c(Cl)cccc12, Cl, CC1(C)COc2ccc(CC(N)C(O)c3cccc(Cl)c3)cc21, O, On1nnc2ccccc21. The product is CC1(C)COc2ccc(CC(NC(=O)c3cccc4c(Cl)cccc34)C(O)c3cccc(Cl)c3)cc21. Reaction SMILES: [CH2:16]([N:17]=[C:18]=[N:19][CH2:20][CH2:21][CH2:22][N:23]([CH3:24])[CH3:25])[CH3:26].[CH3:61][N:62]([CH3:63])[CH:64]=[O:65].[CH3:66][CH2:67][O:68][C:69](=[O:70])[CH3:71].[Cl:1][c:2]1[c:3]2[cH:4][cH:5][cH:6][c:7]([C:12](=[O:13])[OH:14])[c:8]2[cH:9][cH:10][cH:11]1.[ClH:15].[NH2:38][CH:39]([CH:40]([OH:41])[c:42]1[cH:43][c:44]([Cl:48])[cH:45][cH:46][cH:47]1)[CH2:49][c:50]1[cH:51][cH:52][c:53]2[c:54]([cH:60]1)[C:55]([CH3:58])([CH3:59])[CH2:56][O:57]2.[OH2:27].[OH:28][n:29]1[c:30]2[cH:31][cH:32][cH:33][cH:34][c:35]2[n:36][n:37]1>>[Cl:1][c:2]1[c:3]2[cH:4][cH:5][cH:6][c:7]([C:12](=[O:14])[NH:38][CH:39]([CH:40]([OH:41])[c:42]3[cH:43][c:44]([Cl:48])[cH:45][cH:46][cH:47]3)[CH2:49][c:50]3[cH:51][cH:52][c:53]4[c:54]([cH:60]3)[C:55]([CH3:58])([CH3:59])[CH2:56][O:57]4)[c:8]2[cH:9][cH:10][cH:11]1. The reactants are C([O-])(O)=O.[Na+] (sodium bicarbonate), CCN=C=NCCCN(C)C.Cl (WSC.HCl), resultant solution, ClC1=C(C=C(C=C1)C)N (2-chloro-5-methylphenylamine), C=1C=CC2=C(C1)N=NN2O (HOBt), C1(CC1)C=1C(=NOC1C1CC(C1)CC(C)C)C(CC(=O)OC(C)(C)C)CC(=O)[O-] (Mono-tert-butyl 3-[4-cyclopropyl-5-(3-isobutylcyclobutyl)isoxazol-3-yl]glutarate). The solvent is O (H2O), CN(C)C=O (DMF). Yields the product ClC1=C(C=C(C=C1)C)NC(=O)CC(CC(=O)OC(C)(C)C)C1=NOC(=C1C1CC1)C1CC(C1)CC(C)C (tert-Butyl 4-(2-chloro-5-methylphenylcarbamoyl)-3-[4-cyclopropyl-5-(3-isobutylcyclobutyl)isoxazol-3-yl]butanoate). The yield is 33.5%. Reaction SMILES: [CH:1]1([C:4]2[C:5]([CH:17]([CH2:26][C:27]([O-:29])=O)[CH2:18][C:19]([O:21][C:22]([CH3:25])([CH3:24])[CH3:23])=[O:20])=[N:6][O:7][C:8]=2[CH:9]2[CH2:12][CH:11]([CH2:13][CH:14]([CH3:16])[CH3:15])[CH2:10]2)[CH2:3][CH2:2]1.[Cl:30][C:31]1[CH:36]=[CH:35][C:34]([CH3:37])=[CH:33][C:32]=1[NH2:38].C1C=CC2N(O)N=NC=2C=1.CCN=C=NCCCN(C)C.Cl.C(=O)(O)[O-].[Na+]>O.CN(C=O)C>[Cl:30][C:31]1[CH:36]=[CH:35][C:34]([CH3:37])=[CH:33][C:32]=1[NH:38][C:27]([CH2:26][CH:17]([C:5]1[C:4]([CH:1]2[CH2:2][CH2:3]2)=[C:8]([CH:9]2[CH2:10][CH:11]([CH2:13][CH:14]([CH3:16])[CH3:15])[CH2:12]2)[O:7][N:6]=1)[CH2:18][C:19]([O:21][C:22]([CH3:23])([CH3:24])[CH3:25])=[O:20])=[O:29] |f:3.4,5.6|. Reported procedure: Mono-tert-butyl 3-[4-cyclopropyl-5-(3-isobutylcyclobutyl)isoxazol-3-yl]glutarate (2.83 g) and DMF (28 mL) were mixed. After an addition of 2-chloro-5-methylphenylamine (1.184 g), HOBt.H2O (1.28 g) and WSC.HCl (1.60 g) to the resultant solution, the mixture was stirred at RT for 2 days. To the reaction mixture was added saturated aqueous sodium bicarbonate, and the mixture was extracted with ethyl acetate. The organic layer was washed with saturated aqueous sodium bicarbonate, water and brine, th... Reactants: CCOC(C)=O, CS(=O)(=O)OCc1ccc(F)c([N+](=O)[O-])c1, CC(C)(C)OC(=O)N1CCNCC1, CN(C)C=O. The product is CC(C)(C)OC(=O)N1CCN(Cc2ccc(F)c([N+](=O)[O-])c2)CC1. As a reaction SMILES: [CH3:35][CH2:36][O:37][C:38]([CH3:39])=[O:40].[F:1][c:2]1[c:3]([N+:14](=[O:15])[O-:16])[cH:4][c:5]([CH2:6][O:7][S:8]([CH3:9])(=[O:10])=[O:11])[cH:12][cH:13]1.[N:17]1([C:23](=[O:24])[O:25][C:26]([CH3:27])([CH3:28])[CH3:29])[CH2:18][CH2:19][NH:20][CH2:21][CH2:22]1.[O:30]=[CH:31][N:32]([CH3:33])[CH3:34]>>[F:1][c:2]1[c:3]([N+:14](=[O:15])[O-:16])[cH:4][c:5]([CH2:6][N:20]2[CH2:19][CH2:18][N:17]([C:23](=[O:24])[O:25][C:26]([CH3:27])([CH3:28])[CH3:29])[CH2:22][CH2:21]2)[cH:12][cH:13]1. Procedure details: A solution of 0.250 g (1.15 mmole) of 6-carbomethoxy-1-(2-propyl)indole in 2 mL of anhydrous tetrahydrofuran was added dropwise to a stirring slurry of lithium aluminum hydride (52.4 mg 1.38 mmole) in 7 mL of anhydrous tetrahydrofuran under argon at 0° C. and then stirred at 25° C. for 45 min. The solution was cooled to 0° C. and 0.340 mL of methanol was added dropwise, followed by 0.58 mL of 1N sodium hydroxide solution. The slurry was stirred at 25° C. for 15 min. The white precipitate was fil... Run at temperature 25 celsius, time 45 minute. As a reaction SMILES: [C:1]([C:5]1[CH:13]=[C:12]2[C:8]([CH:9]=[CH:10][N:11]2[CH:14]([CH3:16])[CH3:15])=[CH:7][CH:6]=1)(OC)=[O:2].[H-].[Al+3].[Li+].[H-].[H-].[H-].CO.[OH-].[Na+]>O1CCCC1>[OH:2][CH2:1][C:5]1[CH:13]=[C:12]2[C:8]([CH:9]=[CH:10][N:11]2[CH:14]([CH3:16])[CH3:15])=[CH:7][CH:6]=1 |f:1.2.3.4.5.6,8.9|. Yields the product OCC1=CC=C2C=CN(C2=C1)C(C)C (6-hydroxymethyl-1-(2-propyl)indole). The reactants are C(=O)(OC)C1=CC=C2C=CN(C2=C1)C(C)C (6-carbomethoxy-1-(2-propyl)indole), [H-].[Al+3].[Li+].[H-].[H-].[H-] (lithium aluminum hydride), [OH-].[Na+] (sodium hydroxide), CO (methanol). Solvent: O1CCCC1 (tetrahydrofuran), O1CCCC1 (tetrahydrofuran). Isolated yield 98.3%. The reactants are COc1cc(CN)c2c(c1CC(=O)O)Sc1c(ccc(OC)c1C(=O)OC(C)(C)C)N2C, ClCCl, OCc1ccccc1. Yields the product COc1cc(CN)c2c(c1CC(=O)OCc1ccccc1)Sc1c(ccc(OC)c1C(=O)OC(C)(C)C)N2C. RXN SMILES: [C:1]([CH3:2])([CH3:3])([CH3:4])[O:5][C:6](=[O:7])[c:8]1[c:9]2[c:18]([cH:19][cH:20][c:21]1[O:22][CH3:23])[N:17]([CH3:24])[c:16]1[c:11]([c:12]([CH2:29][C:30](=[O:31])[OH:32])[c:13]([O:27][CH3:28])[cH:14][c:15]1[CH2:25][NH2:26])[S:10]2.[CH2:41]([Cl:42])[Cl:43].[OH:33][CH2:34][c:35]1[cH:36][cH:37][cH:38][cH:39][cH:40]1>>[C:1]([CH3:2])([CH3:3])([CH3:4])[O:5][C:6](=[O:7])[c:8]1[c:9]2[c:18]([cH:19][cH:20][c:21]1[O:22][CH3:23])[N:17]([CH3:24])[c:16]1[c:11]([c:12]([CH2:29][C:30](=[O:31])[O:32][CH2:34][c:35]3[cH:36][cH:37][cH:38][cH:39][cH:40]3)[c:13]([O:27][CH3:28])[cH:14][c:15]1[CH2:25][NH2:26])[S:10]2.